Task: describe an organic reaction: reactants, conditions, products, and yield. Dataset: the Open Reaction Database (ORD), a public repository of structured organic reaction records The reactants are suspension, C(#N)CC(=O)OCC (ethyl cyanoacetate), [OH-].[Na+] (sodium hydroxide), [Na] (sodium), C(#N)CC(=O)OCC (ethyl cyanoacetate), oil, C(C)(=O)OC1=C(C(=O)Cl)C=C(C(=C1)C)CC (2-Acetoxy-5-ethyl-4-methylbenzoyl chloride), [H-].[Na+] (sodium hydride). Solvent: CCOCC (ether), O (water), CCOCC (ether). Reaction conditions: time 18 hour. Product: C(#N)C=1C(OC2=CC(=C(C=C2C1O)CC)C)=O (3-cyano-6-ethyl-4-hydroxy-7-methyl coumarin). As a reaction SMILES: [C:1]([O:4][C:5]1[CH:13]=[C:12]([CH3:14])[C:11]([CH2:15][CH3:16])=[CH:10][C:6]=1[C:7](Cl)=[O:8])(=[O:3])[CH3:2].[Na].[C:18](CC(OCC)=O)#[N:19].[H-].[Na+].[OH-].[Na+]>CCOCC.O>[C:18]([C:2]1[C:1](=[O:3])[O:4][C:5]2[C:6]([C:7]=1[OH:8])=[CH:10][C:11]([CH2:15][CH3:16])=[C:12]([CH3:14])[CH:13]=2)#[N:19] |f:3.4,5.6,^1:16|. Procedure details: 2-Acetoxy-5-ethyl-4-methylbenzoyl chloride (11.5 g) in dry ether (75 ml) was added slowly to a stirred, refluxing suspension of the sodium salt of ethyl cyanoacetate [prepared from ethyl cyanoacetate (14.97 g) and a 60% suspension of sodium hydride in mineral oil (5.00 g)] in dry ether (275 ml). Refluxing was continued for 18 hours, the mixture cooled and poured into water (500 ml) containing 2.5N sodium hydroxide (30 ml). The alkaline phase was separated, washed with ether (× 3), acidified with... The reactants are FC=1C=C(C=C(C1)F)O (3,5-difluorophenol), C([O-])([O-])=O.[K+].[K+] (potassium carbonate), BrCCCC (1-bromobutane). Solvent: CC(=O)C (acetone), CC(=O)C (acetone). The product is C(CCC)OC1=CC(=CC(=C1)F)F (1-Butoxy-3,5-difluorobenzene). RXN SMILES: Br[CH2:2][CH2:3][CH2:4][CH3:5].[F:6][C:7]1[CH:8]=[C:9]([OH:14])[CH:10]=[C:11]([F:13])[CH:12]=1.C(=O)([O-])[O-].[K+].[K+]>CC(C)=O>[CH2:2]([O:14][C:9]1[CH:8]=[C:7]([F:6])[CH:12]=[C:11]([F:13])[CH:10]=1)[CH2:3][CH2:4][CH3:5] |f:2.3.4|. Reported procedure: A solution of 1-bromobutane (11.0 g, 0.08 mol) in acetone (30 ml) was added dropwise to a stirred, refluxing mixture of 3,5-difluorophenol (9.1 g, 0.07 mol) and potassium carbonate (30 g, 0.2 mol) in acetone (200 ml). The stirred mixture was heated under reflux for 24 h (glc analysis revealed absence of starting material). The product was extracted into ether (twice), and the combined ethereal extracts were washed with water, 5% sodium hydroxide, water and dried (MgSO4). Most of the solvent was ... The reactants are ClC=1C=CC2=C(N(C(=N2)I)C)C1 (6-chloro-2-iodo-1-methyl-1H-benzo[d]imidazole), C([O-])([O-])=O.[Na+].[Na+] (sodium carbonate), CC1(OB(OC1(C)C)C=1C=NC=C(C=O)C1)C (5-(4,4,5,5-tetramethyl-1,3,2-dioxaborolan-2-yl)nicotinaldehyde). The reagents and catalysts are C=1C=CC(=CC1)[P](C=2C=CC=CC2)(C=3C=CC=CC3)[Pd]([P](C=4C=CC=CC4)(C=5C=CC=CC5)C=6C=CC=CC6)([P](C=7C=CC=CC7)(C=8C=CC=CC8)C=9C=CC=CC9)[P](C=1C=CC=CC1)(C=1C=CC=CC1)C=1C=CC=CC1 (Pd(PPh3)4). Solvent: CN(C)C=O (DMF). Conditions: temperature 160 celsius. Product: ClC=1C=CC2=C(N(C(=N2)C=2C=NC=C(C=O)C2)C)C1 (5-(6-chloro-1-methyl-1H-benzo[d]imidazol-2-yl)nicotinaldehyde). As a reaction SMILES: [Cl:1][C:2]1[CH:3]=[CH:4][C:5]2[N:9]=[C:8](I)[N:7]([CH3:11])[C:6]=2[CH:12]=1.C(=O)([O-])[O-].[Na+].[Na+].CC1(C)C(C)(C)OB([C:27]2[CH:28]=[N:29][CH:30]=[C:31]([CH:34]=2)[CH:32]=[O:33])O1>C1C=CC([P]([Pd]([P](C2C=CC=CC=2)(C2C=CC=CC=2)C2C=CC=CC=2)([P](C2C=CC=CC=2)(C2C=CC=CC=2)C2C=CC=CC=2)[P](C2C=CC=CC=2)(C2C=CC=CC=2)C2C=CC=CC=2)(C2C=CC=CC=2)C2C=CC=CC=2)=CC=1.CN(C=O)C>[Cl:1][C:2]1[CH:3]=[CH:4][C:5]2[N:9]=[C:8]([C:27]3[CH:28]=[N:29][CH:30]=[C:31]([CH:34]=3)[CH:32]=[O:33])[N:7]([CH3:11])[C:6]=2[CH:12]=1 |f:1.2.3,^1:39,41,60,79|. Procedure: A flask was charged with 6-chloro-2-iodo-1-methyl-1H-benzo[d]imidazole (627 mg, 2.145 mmol), DMF (10 mL), 2M aqueous sodium carbonate (2.145 mL, 4.29 mmol) and 5-(4,4,5,5-tetramethyl-1,3,2-dioxaborolan-2-yl)nicotinaldehyde (1 g, 4.29 mmol). Nitrogen was bubbled through the mixture for 10 min and polymer bound Pd(PPh3)4 (1.19 g, 0.107 mmol) was added. The mixture was heated to 160° C. under micro-wave irradiation for 30 min. The mixture was filtered through a thin pad of celite, which was washed ... Solvent: CN(C)C=O (N,N'-dimethylformamide). Reactants: [H-].[Na+] (sodium hydride), OC1=C(C=O)C=C(C=C1)OC (2-hydroxy-5-methoxybenzaldehyde), ClC1=C(C=C(C=C1)Cl)[N+](=O)[O-] (1,4-dichloro-2-nitrobenzene). Isolated yield 64.8%. Yields the product ClC1=CC(=C(OC2=C(C=O)C=C(C=C2)OC)C=C1)[N+](=O)[O-] (2-(4-chloro-2-nitrophenoxy)-5-methoxybenzaldehyde). Run at temperature 90 celsius, time 16 hour. As a reaction SMILES: [H-].[Na+].[OH:3][C:4]1[CH:11]=[CH:10][C:9]([O:12][CH3:13])=[CH:8][C:5]=1[CH:6]=[O:7].Cl[C:15]1[CH:20]=[CH:19][C:18]([Cl:21])=[CH:17][C:16]=1[N+:22]([O-:24])=[O:23]>CN(C=O)C>[Cl:21][C:18]1[CH:19]=[CH:20][C:15]([O:3][C:4]2[CH:11]=[CH:10][C:9]([O:12][CH3:13])=[CH:8][C:5]=2[CH:6]=[O:7])=[C:16]([N+:22]([O-:24])=[O:23])[CH:17]=1 |f:0.1|. Procedure details: 0.85 g of sodium hydride was added in portions to a stirred solution of 5.00 g of 2-hydroxy-5-methoxybenzaldehyde in 90 mL of N,N'-dimethylformamide under nitrogen. To the resulting milky, green mixture was added 5.74 g of 1,4-dichloro-2-nitrobenzene. The reaction was placed in an oil bath and stirred at 90° C. for 16 hours. The reaction was then evaporated in vacuo, and the residue partitioned between 75 mL of chloroform and 75 mL of 1N NaOH. The layers were separated and the aqueous layer was ... The reactants are C(CCC)[Li] (Butyllithium), BrC1=COC=C1 (3-Bromofuran), C(CCC)[Sn](CCCC)(CCCC)Cl (tributyltin chloride). Run in C(O)([O-])=O.[Na+] (sodium hydrogencarbonate), C(C)OCC (diethyl ether). Conditions: temperature -76 celsius, time 15 minute. Yields the product C(CCC)[Sn](C1=COC=C1)(CCCC)CCCC (3-(Tributylstannyl)furan). As a reaction SMILES: Br[C:2]1[CH:6]=[CH:5][O:4][CH:3]=1.C([Li])CCC.[CH2:12]([Sn:16](Cl)([CH2:21][CH2:22][CH2:23][CH3:24])[CH2:17][CH2:18][CH2:19][CH3:20])[CH2:13][CH2:14][CH3:15]>C(OCC)C.C(=O)([O-])O.[Na+]>[CH2:21]([Sn:16]([CH2:12][CH2:13][CH2:14][CH3:15])([CH2:17][CH2:18][CH2:19][CH3:20])[C:2]1[CH:6]=[CH:5][O:4][CH:3]=1)[CH2:22][CH2:23][CH3:24] |f:4.5|. Procedure: 3-Bromofuran (1.23 ml) was dissolved in diethyl ether (15 ml) and cooled to -76° C. Butyllithium (8.5 ml, 1.6M in hexane) was added dropwise ensuring the temperature remained below -60° C. After stirring for 15 minutes, tributyltin chloride (3.69 ml) was added. The reaction was stirred at -76° C. for 1 hour. The reaction was diluted with aqueous sodium hydrogencarbonate (20 ml) and the product extracted with diethyl ether (3×20 ml). The combined organic fractions were dried (brine, MgSO4) and co...